Dataset: the Open Reaction Database (ORD), a public repository of structured organic reaction records. Task: describe an organic reaction: reactants, conditions, products, and yield The reactants are CC=1OC=2C(N1)=C(C=CC2)C(=O)OC (methyl 2-methylbenzoxazole-4-carboxylate), Heterocyclic, C1CC(=O)N(C1=O)Br (NBS), C(C1=CC=CC=C1)(=O)OOC(C1=CC=CC=C1)=O (benzoyl peroxide). Run in ClC1=CC=CC=C1 (chlorobenzene). Product: BrCC=1OC=2C(N1)=C(C=CC2)C(=O)OC (Methyl 2-bromomethylbenzoxazole-4-carboxylate). The yield is 20.0%. Reaction SMILES: [CH3:1][C:2]1[O:3][C:4]2[C:5](=[C:7]([C:11]([O:13][CH3:14])=[O:12])[CH:8]=[CH:9][CH:10]=2)[N:6]=1.C1C(=O)N([Br:22])C(=O)C1.C(OOC(=O)C1C=CC=CC=1)(=O)C1C=CC=CC=1>ClC1C=CC=CC=1>[Br:22][CH2:1][C:2]1[O:3][C:4]2[C:5](=[C:7]([C:11]([O:13][CH3:14])=[O:12])[CH:8]=[CH:9][CH:10]=2)[N:6]=1. Procedure details: 453 mg (2.37 mmol) of methyl 2-methylbenzoxazole-4-carboxylate (prepared by the method in J. Heterocyclic Chem. 27, 335 (1990)) are dissolved in 40 ml of chlorobenzene, 421 mg (2.37 mmol) of NBS and 20 mg of benzoyl peroxide are added, and the resulting mixture is refluxed for 2 hours. It is concentrated, and the residue is taken up in ethyl acetate, extracted by shaking with saturated NaHCO3, 10 % strength Na2SO3 and saturated NaCl solution and dried over Na2SO4. Concentration and chromatograph... The reactants are ClCCC1=CC=2NC(CCCC2S1)=O (2-(2-chloroethyl)-4,6,7,8-tetrahydro-5H-thieno[3,2-b]azepin-5-one), Cl.CC1=CC2=C(OC=C2C2CCNCC2)C=C1 (4-(5-methylbenzo(b)furan-3-yl)piperidine hydrochloride), C([O-])([O-])=O.[K+].[K+] (potassium carbonate), [I-].[K+] (potassium iodide). Solvent: O (water), C1(=CC=CC=C1)C (toluene), CN(C=O)C (dimethyl formamide). Run at temperature 80 celsius, time 8 hour. Product: CC1=CC2=C(OC=C2C2CCN(CC2)CCC2=CC=3NC(CCCC3S2)=O)C=C1 (2-(2-(4-(5-methylbenzo(b)furan-3-yl)piperidin-1-yl)ethyl)-4,6,7,8-tetrahydro-5H-thieno[3,2-b]azepin-5-one). Reaction SMILES: Cl[CH2:2][CH2:3][C:4]1[S:13][C:12]2[CH2:11][CH2:10][CH2:9][C:8](=[O:14])[NH:7][C:6]=2[CH:5]=1.Cl.[CH3:16][C:17]1[CH:31]=[CH:30][C:20]2[O:21][CH:22]=[C:23]([CH:24]3[CH2:29][CH2:28][NH:27][CH2:26][CH2:25]3)[C:19]=2[CH:18]=1.C(=O)([O-])[O-].[K+].[K+].[I-].[K+]>O.C1(C)C=CC=CC=1.CN(C)C=O>[CH3:16][C:17]1[CH:31]=[CH:30][C:20]2[O:21][CH:22]=[C:23]([CH:24]3[CH2:25][CH2:26][N:27]([CH2:2][CH2:3][C:4]4[S:13][C:12]5[CH2:11][CH2:10][CH2:9][C:8](=[O:14])[NH:7][C:6]=5[CH:5]=4)[CH2:28][CH2:29]3)[C:19]=2[CH:18]=1 |f:1.2,3.4.5,6.7|. Procedure: A mixture of 2.0 g of 2-(2-chloroethyl)-4,6,7,8-tetrahydro-5H-thieno[3,2-b]azepin-5-one, 2.1 g of 4-(5-methylbenzo(b)furan-3-yl)piperidine hydrochloride, 2.6 g of potassium carbonate, 1.5 g of potassium iodide, 20 ml of dimethyl formamide and 20 ml of toluene was stirred at 80° C. for 8 hours and then poured into water. The toluene layer was washed with water, dried over anhydrous magnesium sulfate and concentrated. The residue was recrystallized from ethyl acetate to give 2-(2-(4-(5-methylbenzo... Yields the product C1(CCCC1)N1C2=C(N(C(C(C1)(F)F)=O)C)C=NC(=N2)NC2=CC(=C(C(=O)NC1CCN(CC1)C(CN(C)C)=O)C=C2OC)F (4-(9-Cyclopentyl-7,7-difluoro-5-methyl-6-oxo-6,7,8,9-tetrahydro-5H-pyrimido[4,5-b][1,4]diazepin-2-ylamino)-N-(1-(2-(dimethylamino)acetyl)piperidin-4-yl)-2-fluoro-5-methoxybenzamide). Conditions: time 1 hour. Starting materials: C1(CCCC1)N1C2=C(N(C(C(C1)(F)F)=O)C)C=NC(=N2)NC2=CC(=C(C(=O)O)C=C2OC)F (4-(9-cyclopentyl-7,7-difluoro-5-methyl-6-oxo-6,7,8,9-tetrahydro-5H-pyrimido[4,5-b][1,4]diazepin-2-ylamino)-2-fluoro-5-methoxybenzoic acid), NC1CCN(CC1)C(=O)OC(C)(C)C (tert-butyl 4-aminopiperidine-1-carboxylate). Reported procedure: Using the general procedure for amide bond synthesis, 4-(9-cyclopentyl-7,7-difluoro-5-methyl-6-oxo-6,7,8,9-tetrahydro-5H-pyrimido[4,5-b][1,4]diazepin-2-ylamino)-2-fluoro-5-methoxybenzoic acid was first reacted with tert-butyl 4-aminopiperidine-1-carboxylate. The product was diluted to ethyl acetate, washed by sodium bicarbonate aqueous solution and brine. Organic extract was dried and concentrated to a residue. It was then dissolved in a mixture of TFA and MeOH (1:1) and stirred for 1 h. After w... RXN SMILES: [CH:1]1([N:6]2[CH2:12][C:11]([F:14])([F:13])[C:10](=[O:15])[N:9]([CH3:16])[C:8]3[CH:17]=[N:18][C:19]([NH:21][C:22]4[C:30]([O:31][CH3:32])=[CH:29][C:25]([C:26]([OH:28])=O)=[C:24]([F:33])[CH:23]=4)=[N:20][C:7]2=3)[CH2:5][CH2:4][CH2:3][CH2:2]1.[NH2:34][CH:35]1[CH2:40][CH2:39][N:38]([C:41]([O:43]C(C)(C)C)=O)[CH2:37][CH2:36]1>C(OCC)(=O)C>[CH:1]1([N:6]2[CH2:12][C:11]([F:14])([F:13])[C:10](=[O:15])[N:9]([CH3:16])[C:8]3[CH:17]=[N:18][C:19]([NH:21][C:22]4[C:30]([O:31][CH3:32])=[CH:29][C:25]([C:26]([NH:34][CH:35]5[CH2:36][CH2:37][N:38]([C:41](=[O:43])[CH2:1][N:6]([CH3:12])[CH3:7])[CH2:39][CH2:40]5)=[O:28])=[C:24]([F:33])[CH:23]=4)=[N:20][C:7]2=3)[CH2:2][CH2:3][CH2:4][CH2:5]1. Run in C(C)(=O)OCC (ethyl acetate). Reactants: O=C1CCC(=O)N1Br, CC(=O)c1csc(-c2ccc(C(C)(C)C)cc2)c1O, O=C(OOC(=O)c1ccccc1)c1ccccc1, ClC(Cl)Cl, O. Yields the product CC(=O)c1c(Br)sc(-c2ccc(C(C)(C)C)cc2)c1O. As a reaction SMILES: [Br:20][N:21]1[C:22](=[O:23])[CH2:24][CH2:25][C:26]1=[O:27].[C:1]([CH3:2])([CH3:3])([CH3:4])[c:5]1[cH:6][cH:7][c:8](-[c:11]2[s:12][cH:13][c:14]([C:17](=[O:18])[CH3:19])[c:15]2[OH:16])[cH:9][cH:10]1.[C:28]([O:29][O:30][C:31](=[O:32])[c:33]1[cH:34][cH:35][cH:36][cH:37][cH:38]1)(=[O:39])[c:40]1[cH:41][cH:42][cH:43][cH:44][cH:45]1.[CH:47]([Cl:48])([Cl:49])[Cl:50].[OH2:46]>>[C:1]([CH3:2])([CH3:3])([CH3:4])[c:5]1[cH:6][cH:7][c:8](-[c:11]2[s:12][c:13]([Br:20])[c:14]([C:17](=[O:18])[CH3:19])[c:15]2[OH:16])[cH:9][cH:10]1.